This data is from the Open Reaction Database (ORD), a public repository of structured organic reaction records. The task is: describe an organic reaction: reactants, conditions, products, and yield Starting materials: CC(C)C(C=C(Cl)Cl)C(=O)O, O=S(Cl)Cl, c1ccccc1. Yields the product CC(C)C(C=C(Cl)Cl)C(=O)Cl. Reaction SMILES: [Cl:1][C:2](=[CH:3][CH:4]([C:5](=[O:6])[OH:7])[CH:8]([CH3:9])[CH3:10])[Cl:11].[S:12]([Cl:13])([Cl:14])=[O:15].[cH:16]1[cH:17][cH:18][cH:19][cH:20][cH:21]1>>[Cl:1][C:2](=[CH:3][CH:4]([C:5](=[O:6])[Cl:14])[CH:8]([CH3:9])[CH3:10])[Cl:11]. The reactants are [Na] (sodium), ClS(=O)(=O)O (chlorosulfonic acid), C1=CC=C2C(=C1)C3=NC4=NC(=NC5=NC(=NC6=NC(=NC2=N3)C7=CC=CC=C76)C8=CC=CC=C85)C9=CC=CC=C94.[Cu] (copper phthalocyanine), sulfonic acid, S(=O)(Cl)Cl (thionyl chloride). The product is C1=CC=C2C(=C1)C3=NC4=NC(=NC5=NC(=NC6=NC(=NC2=N3)C7=CC=CC=C76)C8=CC=CC=C85)C9=CC=CC=C94.[Cu] (copper phthalocyanine), S(=O)(=O)(Cl)Cl (sulfonyl chloride). RXN SMILES: [CH:1]1[CH:6]=[C:5]2[C:7]3[N:22]=[C:21]([C:4]2=[CH:3][CH:2]=1)[N:20]=[C:19]1[C:23]2[C:28]([C:17](=[N:18]1)[N:16]=[C:15]1[C:29]4[C:34]([C:13](=[N:14]1)[N:12]=[C:11]1[C:35]5[C:40]([C:9](=[N:10]1)[N:8]=3)=[CH:39][CH:38]=[CH:37][CH:36]=5)=[CH:33][CH:32]=[CH:31][CH:30]=4)=[CH:27][CH:26]=[CH:25][CH:24]=2.[Cu:41].[Na].[Cl:43][S:44]([OH:47])(=O)=[O:45].S(Cl)([Cl:50])=O>>[CH:38]1[CH:39]=[C:40]2[C:9]3[N:10]=[C:11]([C:35]2=[CH:36][CH:37]=1)[N:12]=[C:13]1[C:34]2[C:29]([C:15](=[N:14]1)[N:16]=[C:17]1[C:28]4[C:23]([C:19](=[N:18]1)[N:20]=[C:21]1[C:4]5[C:5]([C:7](=[N:22]1)[N:8]=3)=[CH:6][CH:1]=[CH:2][CH:3]=5)=[CH:24][CH:25]=[CH:26][CH:27]=4)=[CH:30][CH:31]=[CH:32][CH:33]=2.[Cu:41].[S:44]([Cl:43])([Cl:50])(=[O:47])=[O:45] |f:0.1,5.6,^1:41|. Procedure: Next, copper phthalocyanine (tri- or tetra-) sulfonic acid (tri- or tetra-) sodium salt was gradually fed to chlorosulfonic acid followed by dropping of thionyl chloride to perform reaction. The reaction liquid was cooled and the deposited crystal was filtered to obtain a wet cake of desired copper phthalocyanine (tri- or tetra-) sulfonyl chloride, which was then stirred and suspended followed by addition of aqueous ammonia, and a compound represented by the following chemical formula (γ) to per... Starting materials: OC=1C=C(C=O)C=CC1OC (3-hydroxy-4-methoxybenzaldehyde), C([O-])([O-])=O.[K+].[K+] (potassium carbonate), BrCCC (1-bromopropane). Reagents/catalysts: [I-].[K+] (potassium iodide). Solvent: C(C)OCC (diethyl ether), CN(C)C=O (DMF). Run at temperature 65 celsius, time 5 hour. Product: C(CC)OC=1C=C(C=O)C=CC1OC (3-(propyloxy)-4-methoxybenzaldehyde). The yield is 101.4%. RXN SMILES: [OH:1][C:2]1[CH:3]=[C:4]([CH:7]=[CH:8][C:9]=1[O:10][CH3:11])[CH:5]=[O:6].C(=O)([O-])[O-].[K+].[K+].Br[CH2:19][CH2:20][CH3:21]>CN(C=O)C.C(OCC)C.[I-].[K+]>[CH2:19]([O:1][C:2]1[CH:3]=[C:4]([CH:7]=[CH:8][C:9]=1[O:10][CH3:11])[CH:5]=[O:6])[CH2:20][CH3:21] |f:1.2.3,7.8|. Procedure details: To a suspension of 3-hydroxy-4-methoxybenzaldehyde (2.00 g, 13.2 mmol), potassium carbonate (2.74 g, 19.8 mmol) and potassium iodide (60.0 mg, 0.361 mmol) in DMF (15 mL) was slowly added 1-bromopropane (1.56 mL, 17.2 mmol) via syringe. The reaction mixture was stirred at 65° C. for 5 hours. After cooling to room temperature, the mixture was diluted with diethyl ether (100 mL), and the organic phase was washed with water (2×50 mL). After drying over anhydrous MgSO4, filtration and evaporation of ... Reagents/catalysts: CN(C=O)C (N,N-dimethylformamide). Starting materials: N1C(=O)N=C(N)C=C1 (cytosine), C(C)(C)N(C(C)C)CC (N, N-diisopropylethylamine), C1(CCCC1)CC(C(=O)O)C1=CC(=C(C=C1)S(=O)(=O)C)[N+](=O)[O-] (3-cyclopentyl-2-(4-methanesulfonyl-3-nitrophenyl)-propionic acid), C(C(=O)Cl)(=O)Cl (oxalyl chloride), Cl (hydrochloric acid). Reaction SMILES: [CH:1]1([CH2:6][CH:7]([C:11]2[CH:16]=[CH:15][C:14]([S:17]([CH3:20])(=[O:19])=[O:18])=[C:13]([N+:21]([O-:23])=[O:22])[CH:12]=2)[C:8](O)=[O:9])[CH2:5][CH2:4][CH2:3][CH2:2]1.C(Cl)(=O)C(Cl)=O.[NH:30]1[CH:37]=[CH:36][C:34]([NH2:35])=[N:33][C:31]1=[O:32].C(N(CC)C(C)C)(C)C.Cl>C(Cl)Cl.CN(C)C=O.O.C(OCC)(=O)C>[CH:1]1([CH2:6][CH:7]([C:11]2[CH:16]=[CH:15][C:14]([S:17]([CH3:20])(=[O:18])=[O:19])=[C:13]([N+:21]([O-:23])=[O:22])[CH:12]=2)[C:8]([NH:35][C:34]2[CH:36]=[CH:37][NH:30][C:31](=[O:32])[N:33]=2)=[O:9])[CH2:2][CH2:3][CH2:4][CH2:5]1. Product: 40S, C1(CCCC1)CC(C(=O)NC1=NC(NC=C1)=O)C1=CC(=C(C=C1)S(=O)(=O)C)[N+](=O)[O-] (3-cyclopentyl-2-(4-methanesulfonyl-3-nitro-phenyl)-N-(2-oxo-1,2-dihydro-pyrimidin-4-yl)-propionamide). Procedure details: A solution of 3-cyclopentyl-2-(4-methanesulfonyl-3-nitrophenyl)-propionic acid (prepared as in Example 14, 150 mg, 0.439 mmol) in methylene chloride (2 mL) was treated with N,N-dimethylformamide (2 drops) and then cooled to 0° C. The reaction mixture was then treated with oxalyl chloride (0.042 mL, 0.483 mmol). The resulting reaction mixture was allowed to warm to 25° C. where it was stirred for 30 min. The reaction mixture was then treated with a mixture of cytosine (102 mg, 0.922 mmol) and N, ... The yield is 13.1%. Run in CN(C=O)C (N,N-dimethylformamide), C(C)(=O)OCC (ethyl acetate), O (water), C(Cl)Cl (methylene chloride). Conditions: temperature 0 celsius, time 30 minute. Starting materials: IC1=C(N=C(S1)NC(C)=O)C (N-(5-iodo-4-methyl-1,3-thiazol-2-yl)acetamide), C(=O)C1=CC=C(S1)C1=C(N=C(S1)NC(C)=O)C (N-[5-(5-formyl-2-thienyl)-4-methyl-1,3-thiazol-2-yl]acetamide), OB(C1=CC=C(S1)C(=O)O)O (5-(dihydroxyboryl)-2-thiophenecarboxylic acid), C([O-])([O-])=O.[Cs+].[Cs+] (cesium carbonate). Reagents/catalysts: C1=CC=C(C=C1)P([C-]2C=CC=C2)C3=CC=CC=C3.C1=CC=C(C=C1)P([C-]2C=CC=C2)C3=CC=CC=C3.Cl[Pd]Cl.[Fe+2] (Pd(dppf)Cl2). Run in CN(C)C=O (DMF), O (water). Conditions: temperature 150 celsius. The product is C(C)(=O)NC=1SC(=C(N1)C)C1=CC=C(S1)C(=O)O (5-[2-(acetylamino)-4-methyl-1,3-thiazol-5-yl]thiophene-2-carboxylic acid). RXN SMILES: I[C:2]1[S:6][C:5]([NH:7][C:8](=[O:10])[CH3:9])=[N:4][C:3]=1[CH3:11].C(C1SC(C2SC(NC(=O)C)=NC=2C)=CC=1)=O.OB(O)[C:31]1[S:35][C:34]([C:36]([OH:38])=[O:37])=[CH:33][CH:32]=1.C(=O)([O-])[O-].[Cs+].[Cs+]>C1C=CC(P(C2C=CC=CC=2)[C-]2C=CC=C2)=CC=1.C1C=CC(P(C2C=CC=CC=2)[C-]2C=CC=C2)=CC=1.Cl[Pd]Cl.[Fe+2].O.CN(C=O)C>[C:8]([NH:7][C:5]1[S:6][C:2]([C:31]2[S:35][C:34]([C:36]([OH:38])=[O:37])=[CH:33][CH:32]=2)=[C:3]([CH3:11])[N:4]=1)(=[O:10])[CH3:9] |f:3.4.5,6.7.8.9|. Procedure details: N-(5-iodo-4-methyl-1,3-thiazol-2-yl)acetamide, Intermediate 1 (550 mg; 1.95 mmol; 1 eq.), 5-(dihydroxyboryl)-2-thiophenecarboxylic acid (335.3 mg; 1.95 mmol; 1 eq.), cesium carbonate (1397.5 mg; 4.29 mmol; 2.20 eq.), Pd(dppf)Cl2 (57.1 mg; 0.08 mmol; 0.04 eq.) are put in a microwave reactor, followed by DMF (8 ml) and water (4 ml). The reaction mixture is flushed with argon and is heated under microwave action for 10 min at 150° C. It is filtered through a paper filter, diluted with HCl 1N soluti... The reactants are CC=1N(C(=C(C1C(=O)OCC)C)C1=CC=CC=C1)S(=O)(=O)C1=CC=CC=C1 (ethyl 2,4-dimethyl-5-phenyl-1-(phenylsulfonyl)-1H-pyrrole-3-carboxylate), solution, [H-].C(C(C)C)[Al+]CC(C)C (diisobutylaluminum hydride). The solvent is C1(=CC=CC=C1)C (toluene). Yields the product CC=1N(C(=C(C1CO)C)C1=CC=CC=C1)S(=O)(=O)C1=CC=CC=C1 ([2,4-Dimethyl-5-phenyl-1-(phenylsulfonyl)-1H-pyrrol-3-yl]methanol). The yield is 93.4%. As a reaction SMILES: [CH3:1][C:2]1[N:3]([S:19]([C:22]2[CH:27]=[CH:26][CH:25]=[CH:24][CH:23]=2)(=[O:21])=[O:20])[C:4]([C:13]2[CH:18]=[CH:17][CH:16]=[CH:15][CH:14]=2)=[C:5]([CH3:12])[C:6]=1[C:7](OCC)=[O:8].[H-].C([Al+]CC(C)C)C(C)C>C1(C)C=CC=CC=1>[CH3:1][C:2]1[N:3]([S:19]([C:22]2[CH:27]=[CH:26][CH:25]=[CH:24][CH:23]=2)(=[O:21])=[O:20])[C:4]([C:13]2[CH:18]=[CH:17][CH:16]=[CH:15][CH:14]=2)=[C:5]([CH3:12])[C:6]=1[CH2:7][OH:8] |f:1.2|. Reported procedure: Using ethyl 2,4-dimethyl-5-phenyl-1-(phenylsulfonyl)-1H-pyrrole-3-carboxylate (1.01 g) and a 1.5 mol/L solution (6.0 mL) of diisobutylaluminum hydride in toluene, a procedure as in Reference Example 5 was performed to give the title compound as a brown oil (yield 0.84 g, 94%). Reactants: C(#N)C(CC(=O)OC)CC1=C(C=C(C=C1)Cl)Cl (methyl 3-cyano-4-(2,4-dichlorophenyl)butyrate). The reagents and catalysts are [Ni] (Raney's nickel). Product: ClC1=C(CC2CC(NC2)=O)C=CC(=C1)Cl (4-(2,4-dichlorobenzyl)-2-pyrrolidinone). Reaction SMILES: [C:1]([CH:3]([CH2:9][C:10]1[CH:15]=[CH:14][C:13]([Cl:16])=[CH:12][C:11]=1[Cl:17])[CH2:4][C:5](OC)=[O:6])#[N:2]>[Ni]>[Cl:17][C:11]1[CH:12]=[C:13]([Cl:16])[CH:14]=[CH:15][C:10]=1[CH2:9][CH:3]1[CH2:1][NH:2][C:5](=[O:6])[CH2:4]1. Procedure: In the same manner as Example 1-(d), 5 g of methyl 3-cyano-4-(2,4-dichlorophenyl)butyrate was reduced with the aid of Raney's nickel to obtain the contemplated product 4-(2,4-dichlorobenzyl)-2-pyrrolidinone. Reactants: CS(=O)(=O)C(CCCCCCC(=O)OC)CCCC(CCCCC)OC(C)=O (methyl 8-methylsulfonyl-12-acetoxyheptadecanoate), [OH-].[Na+] (sodium hydroxide). Solvent: CO (methanol). Product: CS(=O)(=O)C(CCCCCCC(=O)O)CCCC(CCCCC)O (8-methylsulfonyl-12-hydroxyheptadecanoic acid). Isolated yield 92.5%. As a reaction SMILES: [CH3:1][S:2]([CH:5]([CH2:16][CH2:17][CH2:18][CH:19]([O:25]C(=O)C)[CH2:20][CH2:21][CH2:22][CH2:23][CH3:24])[CH2:6][CH2:7][CH2:8][CH2:9][CH2:10][CH2:11][C:12]([O:14]C)=[O:13])(=[O:4])=[O:3].[OH-].[Na+]>CO>[CH3:1][S:2]([CH:5]([CH2:16][CH2:17][CH2:18][CH:19]([OH:25])[CH2:20][CH2:21][CH2:22][CH2:23][CH3:24])[CH2:6][CH2:7][CH2:8][CH2:9][CH2:10][CH2:11][C:12]([OH:14])=[O:13])(=[O:3])=[O:4] |f:1.2|. Procedure details: A solution of methyl 8-methylsulfonyl-12-acetoxyheptadecanoate (29.4 g., 0.07 mole) and 20% aqueous sodium hydroxide (70 ml.) in methanol (70 ml.) is stirred at room temperature for 17 hours. The resulting solution is evaporated in vacuo at ~100° C. to an oily residue which is dissolved in water. The aqueous solution is extracted with ether and the organic extract discarded. Then, the aqueous phase is acidified to Congo Red with 6N hydrochloric acid and extracted with ether. The organic extract ... The reactants are C(C)(C)(C)OC(=O)NC[C@@H]1CC[C@H](CC1)CN1CCC(CC1)C1=CC=CC=C1 (l-[trans-4-[N-(tert-butoxycarbonyl)aminomethyl]-1-cyclohexylmethyl]-4-phenylpiperidine), Cl (hydrochloric acid). Run in C(C)O (ethanol). Conditions: time 1 hour. Yields the product Cl.Cl.NC[C@@H]1CC[C@H](CC1)CN1CCC(CC1)C1=CC=CC=C1 (1-(trans-4-aminomethyl-1-cyclohexylmethyl)-4-phenylpiperidine dihydrochloride). RXN SMILES: C(OC([NH:8][CH2:9][C@H:10]1[CH2:15][CH2:14][C@H:13]([CH2:16][N:17]2[CH2:22][CH2:21][CH:20]([C:23]3[CH:28]=[CH:27][CH:26]=[CH:25][CH:24]=3)[CH2:19][CH2:18]2)[CH2:12][CH2:11]1)=O)(C)(C)C.[ClH:29]>C(O)C>[ClH:29].[ClH:29].[NH2:8][CH2:9][C@H:10]1[CH2:15][CH2:14][C@H:13]([CH2:16][N:17]2[CH2:18][CH2:19][CH:20]([C:23]3[CH:24]=[CH:25][CH:26]=[CH:27][CH:28]=3)[CH2:21][CH2:22]2)[CH2:12][CH2:11]1 |f:3.4.5|. Procedure details: To a solution of 1.02 g (2.64 mM) of l-[trans-4-[N-(tert-butoxycarbonyl)aminomethyl]-1-cyclohexylmethyl]-4-phenylpiperidine in ethanol (10 ml) was added 10 ml (120 mM) of 12N-hydrochloric acid at room temperature and the mixture was stirred for one hour. This reaction mixture was concentrated under reduced pressure (crystals separated out) and diethyl ether was added to the residue. The resulting crystal crop was harvested by filtration and rinsed with ethanol and diethyl ether to provide the ti... Reactants: CC(C)(C)OC(=O)N1CCC(CCI)CC1, CS(C)=O, CCOC(C)=O, [N-]=[N+]=[N-], [Na+]. Product: CC(C)(C)OC(=O)N1CCC(CCN=[N+]=[N-])CC1. RXN SMILES: [C:1](=[O:2])([O:3][C:4]([CH3:5])([CH3:6])[CH3:7])[N:8]1[CH2:9][CH2:10][CH:11]([CH2:14][CH2:15][I:16])[CH2:12][CH2:13]1.[CH3:21][S:22]([CH3:23])=[O:24].[CH3:25][CH2:26][O:27][C:28]([CH3:29])=[O:30].[N-:18]=[N+:19]=[N-:20].[Na+:17]>>[C:1](=[O:2])([O:3][C:4]([CH3:5])([CH3:6])[CH3:7])[N:8]1[CH2:9][CH2:10][CH:11]([CH2:14][CH2:15][N:18]=[N+:19]=[N-:20])[CH2:12][CH2:13]1.